The task is: describe an organic reaction: reactants, conditions, products, and yield. This data is from the Open Reaction Database (ORD), a public repository of structured organic reaction records. Starting materials: [H-].[Na+] (NaH), C(CC(O)(C(=O)O)CC(=O)O)(=O)O (citric acid), C(C)(=O)OC (methyl acetate), CC1([C@@H]2CC(C[C@H]12)=O)C ((1S,5R)-6,6-dimethyl-bicyclo[3.1.0]hexan-3-one). The solvent is O1CCOCC1 (dioxane). Run at time 5 minute. Yields the product C(C)(=O)C1C2C(C2CC1=O)(C)C (racemic (1R, 2R, 5R)-2-acetyl-6,6-dimethyl-bicyclo[3.1.0]hexan-3-one). Isolated yield 147.4%. RXN SMILES: [H-].[Na+].[C:3](OC)(=[O:5])[CH3:4].[CH3:8][C:9]1([CH3:16])[C@@H:14]2[C@H:10]1[CH2:11][C:12](=[O:15])[CH2:13]2.C(O)(=O)CC(CC(O)=O)(C(O)=O)O>O1CCOCC1>[C:3]([CH:13]1[C:12](=[O:15])[CH2:11][CH:10]2[CH:14]1[C:9]2([CH3:16])[CH3:8])(=[O:5])[CH3:4] |f:0.1|. Procedure details: To a suspension of NaH (873 mg 55% dispersion in mineral oil, 20 mmol, washed with dioxane prior to use) in dioxane (15 mL) is added methyl acetate (2.22 g, 30 mmol). The suspension is stirred for 5 min at rt and a solution of (1S,5R)-6,6-dimethyl-bicyclo[3.1.0]hexan-3-one (1.24 g, 10 mmol) in dioxane (5 mL) is added. The reaction mixture is stirred at 65° C. overnight. The mixture is poured onto cold 10% aq. citric acid solution (75 mL) and extracted with DCM (3×75 mL). The organic extracts are... The reactants are CCCC[N+](CCCC)(CCCC)CCCC, C[Si](C)(C)CCOC(=O)c1c(NC(=O)OCc2cc3cc(-c4ccccc4)ccc3o2)ccc2ccccc12, [F-], CN(C)C=O, O. Product: O=C(Nc1ccc2ccccc2c1C(=O)O)OCc1cc2cc(-c3ccccc3)ccc2o1. RXN SMILES: [CH2:41]([N+:42]([CH2:43][CH2:44][CH2:45][CH3:46])([CH2:47][CH2:48][CH2:49][CH3:50])[CH2:51][CH2:52][CH2:53][CH3:54])[CH2:55][CH2:56][CH3:57].[CH3:1][Si:2]([CH3:3])([CH3:4])[CH2:38][CH2:39][O:5][C:6](=[O:7])[c:8]1[c:9]([NH:18][C:19](=[O:20])[O:21][CH2:22][c:23]2[o:24][c:25]3[c:26]([cH:27]2)[cH:28][c:29](-[c:32]2[cH:33][cH:34][cH:35][cH:36][cH:37]2)[cH:30][cH:31]3)[cH:10][cH:11][c:12]2[cH:13][cH:14][cH:15][cH:16][c:17]12.[F-:40].[O:59]=[CH:60][N:61]([CH3:62])[CH3:63].[OH2:58]>>[O:5]=[C:6]([OH:7])[c:8]1[c:9]([NH:18][C:19](=[O:20])[O:21][CH2:22][c:23]2[o:24][c:25]3[c:26]([cH:27]2)[cH:28][c:29](-[c:32]2[cH:33][cH:34][cH:35][cH:36][cH:37]2)[cH:30][cH:31]3)[cH:10][cH:11][c:12]2[cH:13][cH:14][cH:15][cH:16][c:17]12. Reactants: C(C)(C)(C)OC(NC1CC2=CC=C(C=C2C1)[N+](=O)[O-])=O ((5-nitro-indan-2-yl)-carbamic acid tert-butyl ester). Reagents/catalysts: [Pd] (palladium on carbon). Run in C(C)O (ethanol). Conditions: time 2 hour. Yields the product C(C)(C)(C)OC(NC1CC2=CC=C(C=C2C1)N)=O ((5-amino-indan-2-yl)-carbamic acid tert-butyl ester). As a reaction SMILES: [C:1]([O:5][C:6](=[O:20])[NH:7][CH:8]1[CH2:16][C:15]2[C:10](=[CH:11][CH:12]=[C:13]([N+:17]([O-])=O)[CH:14]=2)[CH2:9]1)([CH3:4])([CH3:3])[CH3:2]>C(O)C.[Pd]>[C:1]([O:5][C:6](=[O:20])[NH:7][CH:8]1[CH2:16][C:15]2[C:10](=[CH:11][CH:12]=[C:13]([NH2:17])[CH:14]=2)[CH2:9]1)([CH3:4])([CH3:2])[CH3:3]. Reported procedure: A solution of (5-nitro-indan-2-yl)-carbamic acid tert-butyl ester (3.52 g, 12.6 mmol) in ethanol (100 mL) is degassed and 10% palladium on carbon added. The reaction is evacuated and placed under 1 atm H2(g) for 2 h. Filtration of the reaction mixture through Celite is followed by concentration of the filtrate under reduced pressure to give (5-amino-indan-2-yl)-carbamic acid tert-butyl ester as an oil which is used directly without further purification. Reactants: CC=1C=CC2=C(C=C(O2)\C(=C/C(=O)OCC)\C2=CC=CC=C2)C1 ((Z)-ethyl 3-(5-methyl-2-benzofuranyl)-3-phenylacrylate), CC=1C=CC2=C(C=C(O2)/C(=C/C(=O)OCC)/C2=CC=CC=C2)C1 ((E)-ethyl 3-(5-methyl-2-benzofuranyl)-3-phenylacrylate), CC=1C=CC2=C(C=C(O2)\C(=C/C(=O)O)\C2=CC=CC=C2)C1 ((Z)-3-(5-methyl-2-benzofuranyl)-3-phenylacrylic acid). Product: CC=1C=CC2=C(C=C(O2)/C(=C/C(=O)O)/C2=CC=CC=C2)C1 ((E)-3-(5-methyl-2-benzofuranyl)-3-phenylacrylic acid). Procedure: By a procedure similar to that of example 1.85.4, starting from a mixture of (Z)-ethyl 3-(5-methyl-2-benzofuranyl)-3-phenylacrylate and (E)-ethyl 3-(5-methyl-2-benzofuranyl)-3-phenylacrylate, a mixture of (Z)-3-(5-methyl-2-benzofuranyl)-3-phenylacrylic acid and (E)-3-(5-methyl-2-benzofuranyl)-3-phenylacrylic acid was obtained as yellowish solid. RXN SMILES: [CH3:1][C:2]1[CH:3]=[CH:4][C:5]2[O:9][C:8](/[C:10](/[C:17]3[CH:22]=[CH:21][CH:20]=[CH:19][CH:18]=3)=[CH:11]\[C:12]([O:14]CC)=[O:13])=[CH:7][C:6]=2[CH:23]=1.CC1C=CC2OC(/C(/C3C=CC=CC=3)=C/C(OCC)=O)=CC=2C=1.CC1C=CC2OC(/C(/C3C=CC=CC=3)=C\C(O)=O)=CC=2C=1>>[CH3:1][C:2]1[CH:3]=[CH:4][C:5]2[O:9][C:8](/[C:10](/[C:17]3[CH:22]=[CH:21][CH:20]=[CH:19][CH:18]=3)=[CH:11]/[C:12]([OH:14])=[O:13])=[CH:7][C:6]=2[CH:23]=1. The reactants are C(C1=CC=CC=C1)N1C=CC2=CC(=CC=C12)C1=CC=C(C=C1)C(F)(F)F (1-Benzyl-5-[4-(trifluoromethyl)phenyl]-1H-indole), C(C(=O)Cl)(=O)Cl (oxalyl chloride), C(C)O (ethanol). Yields the product C(C1=CC=CC=C1)N1C=C(C2=CC(=CC=C12)C1=CC=C(C=C1)C(F)(F)F)C(C(=O)OCC)=O (Ethyl 2-{1-benzyl-5-[4-(trifluoromethyl)phenyl]-1H-indol-3-yl}-2-oxoacetate), solid. Isolated yield 63.0%. As a reaction SMILES: [CH2:1]([N:8]1[C:16]2[C:11](=[CH:12][C:13]([C:17]3[CH:22]=[CH:21][C:20]([C:23]([F:26])([F:25])[F:24])=[CH:19][CH:18]=3)=[CH:14][CH:15]=2)[CH:10]=[CH:9]1)[C:2]1[CH:7]=[CH:6][CH:5]=[CH:4][CH:3]=1.[C:27](Cl)(=[O:31])[C:28](Cl)=[O:29].[CH2:33]([OH:35])[CH3:34]>>[CH2:1]([N:8]1[C:16]2[C:11](=[CH:12][C:13]([C:17]3[CH:22]=[CH:21][C:20]([C:23]([F:26])([F:24])[F:25])=[CH:19][CH:18]=3)=[CH:14][CH:15]=2)[C:10]([C:27](=[O:31])[C:28]([O:35][CH2:33][CH3:34])=[O:29])=[CH:9]1)[C:2]1[CH:3]=[CH:4][CH:5]=[CH:6][CH:7]=1. Procedure: Ethyl 2-{1-benzyl-5-[4-(trifluoromethyl)phenyl]-1H-indol-3-yl}-2-oxoacetate was prepared from 1-Benzyl-5-[4-(trifluoromethyl)phenyl]-1H-indole (0.307 g, 0.874 mmol), oxalyl chloride (0.29 mL, 3.3 mmol), and ethanol (3 mL) following the procedure described in Step 3 of Example 1. The compound was purified by flash chromatography using 10-20% ethyl acetate in hexane as an eluant and dried for 20 minutes at 60° C. to give a light yellow solid (0.249 g, 63%), mp: 99-100° C. 1 HNMR (200 MHz, DMSO-d6)... Solvent: ClCCl (dichloromethane). Yields the product ClC1=CC=C(C=C1)C(C#CCCCOC1OCCCC1)=O (1-(4-chlorophenyl)-6-(tetrahydro-2H-pyran-2-yloxy)hex-2-yn-1-one). Reported procedure: A solution of 16.60 g (53.7 mmol) of 1-(4-chlorophenyl)-6-(tetrahydro-2H-pyran-2-yloxy)hex-2-yn-1-ol, prepared in stage 5.1., is added dropwise to a suspension, cooled with an ice bath, of 93 g (1.07 mol) of manganese dioxide in 500 ml of dichloromethane. Stirring is continued for 1.5 hours, then the mixture is filtered through celite and the filter cake is rinsed with dichloromethane. The filtrates are evaporated to produce 16.3 g (53.1 mmol) of product in the form of a yellowish oil. As a reaction SMILES: [Cl:1][C:2]1[CH:7]=[CH:6][C:5]([CH:8]([OH:21])[C:9]#[C:10][CH2:11][CH2:12][CH2:13][O:14][CH:15]2[CH2:20][CH2:19][CH2:18][CH2:17][O:16]2)=[CH:4][CH:3]=1>ClCCl.[O-2].[O-2].[Mn+4]>[Cl:1][C:2]1[CH:3]=[CH:4][C:5]([C:8](=[O:21])[C:9]#[C:10][CH2:11][CH2:12][CH2:13][O:14][CH:15]2[CH2:20][CH2:19][CH2:18][CH2:17][O:16]2)=[CH:6][CH:7]=1 |f:2.3.4|. Reactants: ClC1=CC=C(C=C1)C(C#CCCCOC1OCCCC1)O (1-(4-chlorophenyl)-6-(tetrahydro-2H-pyran-2-yloxy)hex-2-yn-1-ol). Isolated yield 98.9%. Reagents/catalysts: [O-2].[O-2].[Mn+4] (manganese dioxide). Reaction conditions: time 1.5 hour. Reactants: OC1C(CC(C1O)N1N=NC2=C1N=C(N=C2NC2C(C2)C2=CC=CC=C2)SC)C(=O)NC2=CC=CC=C2 (2,3-Dihydroxy-4-[5-(methylthio)-7-[(2-phenylcyclopropyl)amino]-3H-1,2,3-triazolo[4,5-d]pyrimidin-3-yl]-N-phenyl cyclopentanecarboxamide), C(C)OCCCN (3-ethyoxypropylamine). Yields the product C(C)OCCCNC(=O)C1C(C(C(C1)N1N=NC2=C1N=C(N=C2NC2C(C2)C2=CC=CC=C2)SC)O)O (N-(3-Ethoxypropyl)-2,3dihydroxy-4-[5-(methylthio)-7-[(2-phenylcyclopropyl)amino]-3H-1,2,3-triazolo[4,5-d]pyrimidin-3-yl]-cyclopentanecarboxamide). Reaction SMILES: [OH:1][CH:2]1[CH:6]([OH:7])[CH:5]([N:8]2[C:12]3[N:13]=[C:14]([S:27][CH3:28])[N:15]=[C:16]([NH:17][CH:18]4[CH2:20][CH:19]4[C:21]4[CH:26]=[CH:25][CH:24]=[CH:23][CH:22]=4)[C:11]=3[N:10]=[N:9]2)[CH2:4][CH:3]1[C:29]([NH:31][C:32]1[CH:37]=[CH:36]C=CC=1)=[O:30].[CH2:38]([O:40]CCCN)[CH3:39]>>[CH2:38]([O:40][CH2:36][CH2:37][CH2:32][NH:31][C:29]([CH:3]1[CH2:4][CH:5]([N:8]2[C:12]3[N:13]=[C:14]([S:27][CH3:28])[N:15]=[C:16]([NH:17][CH:18]4[CH2:20][CH:19]4[C:21]4[CH:22]=[CH:23][CH:24]=[CH:25][CH:26]=4)[C:11]=3[N:10]=[N:9]2)[CH:6]([OH:7])[CH:2]1[OH:1])=[O:30])[CH3:39]. Reported procedure: The subtitle compound was prepared according to the method of example 39, step a) using the product of example 20, step b) and 3-ethyoxypropylamine. Starting materials: C1CCOC1, CCO, COC(=O)C1=Cc2cc(-c3ccc(F)cc3)ccc2OCC1, [Na+], [OH-]. The product is O=C(O)C1=Cc2cc(-c3ccc(F)cc3)ccc2OCC1. As a reaction SMILES: [CH2:23]1[O:24][CH2:25][CH2:26][CH2:27]1.[CH3:30][CH2:31][OH:32].[F:1][c:2]1[cH:3][cH:4][c:5](-[c:8]2[cH:9][cH:10][c:11]3[c:12]([cH:22]2)[CH:13]=[C:14]([C:18](=[O:19])[O:20][CH3:21])[CH2:15][CH2:16][O:17]3)[cH:6][cH:7]1.[Na+:29].[OH-:28]>>[F:1][c:2]1[cH:3][cH:4][c:5](-[c:8]2[cH:9][cH:10][c:11]3[c:12]([cH:22]2)[CH:13]=[C:14]([C:18](=[O:19])[OH:20])[CH2:15][CH2:16][O:17]3)[cH:6][cH:7]1.